This data is from the Open Reaction Database (ORD), a public repository of structured organic reaction records. The task is: describe an organic reaction: reactants, conditions, products, and yield Starting materials: BrCC1=C(C=CC=C1)F (1-(bromomethyl)-2-fluorobenzene), OC1=CC=C(C=O)C=C1 (4-hydroxybenzaldehyde), C(=O)([O-])[O-].[K+].[K+] (K2CO3). Run in CC(=O)C (acetone), O (water). Run at temperature 80 celsius. Product: FC1=C(C=CC=C1)COC1=CC=C(C=O)C=C1 (4-{[(2-Fluorophenyl)methyl]oxy}benzaldehyde). The yield is 79.2%. RXN SMILES: Br[CH2:2][C:3]1[CH:8]=[CH:7][CH:6]=[CH:5][C:4]=1[F:9].[OH:10][C:11]1[CH:18]=[CH:17][C:14]([CH:15]=[O:16])=[CH:13][CH:12]=1.C([O-])([O-])=O.[K+].[K+]>CC(C)=O.O>[F:9][C:4]1[CH:5]=[CH:6][CH:7]=[CH:8][C:3]=1[CH2:2][O:10][C:11]1[CH:18]=[CH:17][C:14]([CH:15]=[O:16])=[CH:13][CH:12]=1 |f:2.3.4|. Procedure details: A suspension of 1-(bromomethyl)-2-fluorobenzene (D91, 11.5 g, 60.8 mmol), 4-hydroxybenzaldehyde (5.3 g, 43.3 mmol) and K2CO3 (12.0 g, 86.8 mmol) in acetone was divided in three equal parts and heated in a microwave apparatus at 80° C. for 40 min. The mixtures were diluted with water and extracted with ethyl acetate. The organic layer was dried (Na2SO4) and evaporated. The residue was purified via flash chromatography (cyclohexanes:ethyl acetate 95:5) to give the title compound (7.9 g, 79%). Rf (... Reactants: formula II, Cl (hydrogen chloride), formula III, C(C)OC(CN)OCC (aminoacetaldehyde diethyl acetal), COC=1C=C(CCO)C=CC1OC (3,4-dimethoxyphenethyl alcohol), Cl (hydrochloric acid), Cl (hydrochloride). The solvent is O1CCOCC1 (dioxane). Run at time 2 day. The product is COC=1C=C2CCOC(C2=CC1OC)CN (6,7-Dimethoxy-1-isochromanmethylamine). RXN SMILES: [CH3:1][O:2][C:3]1[CH:4]=[C:5]([CH:9]=[CH:10][C:11]=1[O:12][CH3:13])[CH2:6][CH2:7][OH:8].C(O[CH:17](OCC)[CH2:18][NH2:19])C.Cl>O1CCOCC1>[CH3:1][O:2][C:3]1[CH:4]=[C:5]2[C:9](=[CH:10][C:11]=1[O:12][CH3:13])[CH:17]([CH2:18][NH2:19])[O:8][CH2:7][CH2:6]2. Procedure details: A solution of the starting material of formula II, 3,4-dimethoxyphenethyl alcohol (108 g), described by E. Z. Khafagy and J. P. Lambooy, J. Med. Chem. 9, 936 (1966), and the starting material of formula III, aminoacetaldehyde diethyl acetal (78 g), in dry dioxane (250 ml) is stirred and cooled (ice bath) while being saturated with hydrogen chloride over a period of one hour. The mixture is kept at room temperature for two days. The crystalline precipitate is collected, washed with dry dioxane an... Reactants: C(C1=CC=CC=C1)N(C1=NC=2C=CC=CC2C2=C1N=CN2)CC2=CC=CC=C2 (N,N-dibenzyl-1H-imidazo[4,5-c]quinolin-4-amine), [H-].[Na+] (sodium hydride), ClCCCCI (4-chloro-1-iodobutane). Run in CN(C=O)C (dimethyl formamide). Reaction conditions: time 2 hour. The product is C(C1=CC=CC=C1)N(C1=NC=2C=CC=CC2C2=C1N=CN2CCCCCl)CC2=CC=CC=C2 (N,N-dibenzyl-1-(4-chlorobutyl)-1H-imidazo[4,5-c]quinolin-4-amine). The yield is 82.6%. As a reaction SMILES: [CH2:1]([N:8]([CH2:22][C:23]1[CH:28]=[CH:27][CH:26]=[CH:25][CH:24]=1)[C:9]1[C:18]2[N:19]=[CH:20][NH:21][C:17]=2[C:16]2[CH:15]=[CH:14][CH:13]=[CH:12][C:11]=2[N:10]=1)[C:2]1[CH:7]=[CH:6][CH:5]=[CH:4][CH:3]=1.[H-].[Na+].[Cl:31][CH2:32][CH2:33][CH2:34][CH2:35]I>CN(C)C=O>[CH2:22]([N:8]([CH2:1][C:2]1[CH:3]=[CH:4][CH:5]=[CH:6][CH:7]=1)[C:9]1[C:18]2[N:19]=[CH:20][N:21]([CH2:35][CH2:34][CH2:33][CH2:32][Cl:31])[C:17]=2[C:16]2[CH:15]=[CH:14][CH:13]=[CH:12][C:11]=2[N:10]=1)[C:23]1[CH:28]=[CH:27][CH:26]=[CH:25][CH:24]=1 |f:1.2|. Procedure details: A round bottom flask was charged with a magnetic stir bar, N,N-dibenzyl-1H-imidazo[4,5-c]quinolin-4-amine (20.0 g, 55.04 mmol), sodium hydride (3.3 g, 60% dispersion, 82.56 mmol), and anhydrous dimethyl formamide (275 mL) under a nitrogen atmosphere. After the reaction mixture had stirred at ambient temperature for 2 hours, 4-chloro-1-iodobutane (19.23 g, 88.06 mmol) was added and the resulting homogeneous solution was stirred at ambient temperature for 48 hours at which time the starting materi... Reaction conditions: time 8 hour. The reagents and catalysts are [Pd] (palladium on carbon). Solvent: CCO (EtOH). Yields the product C(C)(C)(C)OC(=O)NCCCC1=NC(=C(C(=N1)C)C(=O)OC)NC=1C=C(C=CC1)C (Methyl 2-(3-(tert-butoxycarbonylamino)propyl)-4-methyl-6-(m-tolylamino)pyrimidine-5-carboxylate). As a reaction SMILES: [C:1]([O:5][C:6]([NH:8][CH2:9][C:10]#[C:11][C:12]1[N:17]=[C:16]([CH3:18])[C:15]([C:19]([O:21][CH3:22])=[O:20])=[C:14]([NH:23][C:24]2[CH:25]=[C:26]([CH3:30])[CH:27]=[CH:28][CH:29]=2)[N:13]=1)=[O:7])([CH3:4])([CH3:3])[CH3:2]>CCO.[Pd]>[C:1]([O:5][C:6]([NH:8][CH2:9][CH2:10][CH2:11][C:12]1[N:17]=[C:16]([CH3:18])[C:15]([C:19]([O:21][CH3:22])=[O:20])=[C:14]([NH:23][C:24]2[CH:25]=[C:26]([CH3:30])[CH:27]=[CH:28][CH:29]=2)[N:13]=1)=[O:7])([CH3:3])([CH3:4])[CH3:2]. The reactants are C(C)(C)(C)OC(=O)NCC#CC1=NC(=C(C(=N1)C)C(=O)OC)NC=1C=C(C=CC1)C (Methyl 2-(3-(tert-butoxycarbonylamino)prop-1-ynyl)-4-methyl-6-(m-tolylamino)pyrimidine-5-carboxylate). Procedure details: Methyl 2-(3-(tert-butoxycarbonylamino)prop-1-ynyl)-4-methyl-6-(m-tolylamino)pyrimidine-5-carboxylate (0.190 g, 0.463 mmol) was dissolved in EtOH (4 mL). To this solution was added palladium on carbon (0.049 g, 0.046 mmol) and the resulting mixture was stirred overnight at RT under H2 atmosphere. The mixture was filtered through a pad of Celite, and the filtrate was evaporated to give the title compound as a brown oil, which was used in next step without further purification. [M+H] calc'd for C22...